describe an organic reaction: reactants, conditions, products, and yield From a dataset of the Open Reaction Database (ORD), a public repository of structured organic reaction records. Reactants: CC(=O)O[BH-](OC(C)=O)OC(C)=O, C1CCOC1, CC(=O)O, COC(=O)Cc1cccc(C=O)c1, CCCCCNc1nc(N)nc(C)c1CCCCN, [Na+]. The product is CCCCCNc1nc(N)nc(C)c1CCCCNCc1cccc(CC(=O)OC)c1. RXN SMILES: [C:37]([O:38][BH-:39]([O:40][C:41](=[O:42])[CH3:43])[O:44][C:45](=[O:46])[CH3:47])(=[O:48])[CH3:49].[CH2:51]1[O:52][CH2:53][CH2:54][CH2:55]1.[CH3:33][C:34](=[O:35])[OH:36].[CH:20](=[O:21])[c:22]1[cH:23][c:24]([CH2:28][C:29](=[O:30])[O:31][CH3:32])[cH:25][cH:26][cH:27]1.[NH2:1][CH2:2][CH2:3][CH2:4][CH2:5][c:6]1[c:7]([NH:14][CH2:15][CH2:16][CH2:17][CH2:18][CH3:19])[n:8][c:9]([NH2:13])[n:10][c:11]1[CH3:12].[Na+:50]>>[NH:1]([CH2:2][CH2:3][CH2:4][CH2:5][c:6]1[c:7]([NH:14][CH2:15][CH2:16][CH2:17][CH2:18][CH3:19])[n:8][c:9]([NH2:13])[n:10][c:11]1[CH3:12])[CH2:20][c:22]1[cH:23][c:24]([CH2:28][C:29](=[O:30])[O:31][CH3:32])[cH:25][cH:26][cH:27]1. RXN SMILES: [C:1]([C:3]1[CH:8]=[CH:7][C:6]([CH2:9][CH2:10][N:11]2[C:19](=[O:20])[CH:18]3[CH:13]([CH2:14][CH:15]=[CH:16][CH:17]3[NH:21]C(=O)OC(C)(C)C)[C:12]2=[O:29])=[CH:5][CH:4]=1)#[N:2].FC(F)(F)C(O)=O>ClCCl>[NH2:21][CH:17]1[CH:16]=[CH:15][CH2:14][CH:13]2[CH:18]1[C:19](=[O:20])[N:11]([CH2:10][CH2:9][C:6]1[CH:5]=[CH:4][C:3]([C:1]#[N:2])=[CH:8][CH:7]=1)[C:12]2=[O:29]. Run at time 4 hour. Reported procedure: 1.008 g (2.55 mmol) of tert-butyl 2-[2-(4-cyanophenyl)ethyl]-1,3-dioxo-2,3,3a,4,7,7a-hexahydro-1H-isoindol-4-ylcarbamate are dissolved in 20 ml of dichloromethane, and 0.79 ml (10.2 mmol) of trifluoroacetic acid is added. After 4 h of stirring at room temperature, the reaction mixture is concentrated using a rotary evaporator and worked up using EtOAc and saturated aqueous NaHCO3 solution. The organic phase is dried over magnesium sulfate, filtered and concentrated using a rotary evaporator. The... Starting materials: C(#N)C1=CC=C(C=C1)CCN1C(C2CC=CC(C2C1=O)NC(OC(C)(C)C)=O)=O (tert-butyl 2-[2-(4-cyanophenyl)ethyl]-1,3-dioxo-2,3,3a,4,7,7a-hexahydro-1H-isoindol-4-ylcarbamate), FC(C(=O)O)(F)F (trifluoroacetic acid). Solvent: ClCCl (dichloromethane). Product: NC1C2C(N(C(C2CC=C1)=O)CCC1=CC=C(C#N)C=C1)=O (4-[2-(4-Amino-1,3-dioxo-1,3,3a,4,7,7a-hexahydro-2H-isoindol-2-yl)ethyl]-benzonitrile). Starting materials: O (H2O), SC1=C(C=CC=C1)O (2-mercaptophenol), C([O-])([O-])=O.[K+].[K+] (potassium carbonate), ClC1=NC=C(C=C1)Cl (2,5-dichloropyridine). Run in CN(C=O)C (dimethylformamide). The product is ClC=1C=CC(=NC1)OC1=C(C=CC=C1)SC1=NC=C(C=C1)Cl (5-Chloro-2-[2-(5-chloropyridin-2-ylthio)phenoxy]-pyridine). As a reaction SMILES: [SH:1][C:2]1[CH:7]=[CH:6][CH:5]=[CH:4][C:3]=1[OH:8].C(=O)([O-])[O-].[K+].[K+].Cl[C:16]1[CH:21]=[CH:20][C:19]([Cl:22])=[CH:18][N:17]=1.O>CN(C)C=O>[Cl:22][C:19]1[CH:20]=[CH:21][C:16]([O:8][C:3]2[CH:4]=[CH:5][CH:6]=[CH:7][C:2]=2[S:1][C:16]2[CH:21]=[CH:20][C:19]([Cl:22])=[CH:18][N:17]=2)=[N:17][CH:18]=1 |f:1.2.3|. Procedure details: To a mixture of 3.0 grams (0.023 mole) of 2-mercaptophenol and 7.0 grams of potassium carbonate stirring in 50 ml of dimethylformamide, 9.0 grams of 2,5-dichloropyridine is added and the stirred mixture heated at 130° overnight. After pouring into excess H2O, the aqueous mixture is extracted with ethyl ether (200 ml) and the extract washed with H2O, saturated NaHCO3, and brine, dried (MgSO4), filtered, and the solvent evaporated to give the crude product which is recrystallized from 1-chlorobuta... Reactants: C1CCOC1, CCS(=O)(=O)c1cn(C(CC2CCCC2)C(=O)OC)cn1, Cl, [Li+], [OH-], O, O. Product: CCS(=O)(=O)c1cn(C(CC2CCCC2)C(=O)O)cn1. As a reaction SMILES: [CH2:27]1[O:28][CH2:29][CH2:30][CH2:31]1.[CH:1]1([CH2:6][CH:7]([C:8](=[O:9])[O:10][CH3:11])[n:12]2[cH:13][n:14][c:15]([S:17](=[O:18])(=[O:19])[CH2:20][CH3:21])[cH:16]2)[CH2:2][CH2:3][CH2:4][CH2:5]1.[ClH:26].[Li+:25].[OH-:24].[OH2:22].[OH2:23]>>[CH:1]1([CH2:6][CH:7]([C:8](=[O:9])[OH:10])[n:12]2[cH:13][n:14][c:15]([S:17](=[O:18])(=[O:19])[CH2:20][CH3:21])[cH:16]2)[CH2:2][CH2:3][CH2:4][CH2:5]1. Reactants: CCOC(=O)N1c2ccccc2C=CC1OCC, O=C(O)C1CC1CCOc1ccccc1, NNC(=O)c1ccc(O)cc1. Yields the product NN(C(=O)c1ccc(O)cc1)C(=O)C1CC1CCOc1ccccc1. Reaction SMILES: [CH2:16]([O:17][CH:18]1[CH:19]=[CH:20][c:21]2[c:22]([cH:23][cH:24][cH:25][cH:26]2)[N:27]1[C:28]([O:29][CH2:30][CH3:31])=[O:32])[CH3:33].[O:1]([c:2]1[cH:3][cH:4][cH:5][cH:6][cH:7]1)[CH2:8][CH2:9][CH:10]1[CH:11]([C:13](=[O:14])[OH:15])[CH2:12]1.[OH:34][c:35]1[cH:36][cH:37][c:38]([C:39](=[O:40])[NH:41][NH2:42])[cH:43][cH:44]1>>[O:1]([c:2]1[cH:3][cH:4][cH:5][cH:6][cH:7]1)[CH2:8][CH2:9][CH:10]1[CH:11]([C:13](=[O:15])[N:41]([C:39]([c:38]2[cH:37][cH:36][c:35]([OH:34])[cH:44][cH:43]2)=[O:40])[NH2:42])[CH2:12]1. The reactants are CuCl2, OC1=C(C=C(C=O)C=C1)C (4-hydroxy-3-methylbenzaldehyde), NC1=C(C(=O)NC2=CC=C(C=C2)Cl)C=CC=C1 (2-amino-N-(4-chlorophenyl)benzamide). The solvent is CCO (EtOH). Yields the product ClC1=CC=C(C=C1)N1C(=NC2=CC=CC=C2C1=O)C1=CC(=C(C=C1)O)C (3-(4-chlorophenyl)-2-(4-hydroxy-3-methylphenyl)quinazolin-4(3H)-one). Yield: 57.6%. RXN SMILES: [OH:1][C:2]1[CH:9]=[CH:8][C:5]([CH:6]=O)=[CH:4][C:3]=1[CH3:10].[NH2:11][C:12]1[CH:27]=[CH:26][CH:25]=[CH:24][C:13]=1[C:14]([NH:16][C:17]1[CH:22]=[CH:21][C:20]([Cl:23])=[CH:19][CH:18]=1)=[O:15]>CCO>[Cl:23][C:20]1[CH:21]=[CH:22][C:17]([N:16]2[C:14](=[O:15])[C:13]3[C:12](=[CH:27][CH:26]=[CH:25][CH:24]=3)[N:11]=[C:6]2[C:5]2[CH:8]=[CH:9][C:2]([OH:1])=[C:3]([CH3:10])[CH:4]=2)=[CH:18][CH:19]=1. Procedure details: Anhydrous CuCl2 (0.306 g, 2.20 mmol) and 4-hydroxy-3-methylbenzaldehyde (0.155 g, 1.10 mmol) were added to a solution of 2-amino-N-(4-chlorophenyl)benzamide (0.280 g, 1.10 mmol) in anhydrous EtOH (10 mL). The mixture was heated at reflux temperature for 4 hours and concentrated in vacuo. The residue was dissolved in EtOAc, washed with H2O and brine, dried (Na2SO4), filtered, and concentrated in vacuo. Purification by flash chromatography on silica gel, eluting with 5% to 50% EtOAc in heptane, af...